The task is: describe an organic reaction: reactants, conditions, products, and yield. This data is from the Open Reaction Database (ORD), a public repository of structured organic reaction records. The reactants are OCc1cc(Br)ccc1Cl, Cc1ccccc1, O=S(Cl)Cl, c1ccncc1. Yields the product ClCc1cc(Br)ccc1Cl. Reaction SMILES: [Br:1][c:2]1[cH:3][cH:4][c:5]([Cl:10])[c:6]([CH2:7][OH:8])[cH:9]1.[CH3:21][c:22]1[cH:23][cH:24][cH:25][cH:26][cH:27]1.[S:11]([Cl:12])([Cl:13])=[O:14].[cH:15]1[cH:16][cH:17][n:18][cH:19][cH:20]1>>[Br:1][c:2]1[cH:3][cH:4][c:5]([Cl:10])[c:6]([CH2:7][Cl:13])[cH:9]1. Starting materials: COc1cccc(N2CCNCC2)c1, CCOC(=O)Nc1nc2cc(Cl)ccc2nc1OC. The product is COc1cccc(N2CCN(C(=O)Nc3nc4cc(Cl)ccc4nc3OC)CC2)c1. Reaction SMILES: [CH3:20][O:21][c:22]1[cH:23][c:24]([N:28]2[CH2:29][CH2:30][NH:31][CH2:32][CH2:33]2)[cH:25][cH:26][cH:27]1.[Cl:1][c:2]1[cH:3][c:4]2[n:5][c:6]([NH:14][C:15]([O:16][CH2:17][CH3:18])=[O:19])[c:7]([O:12][CH3:13])[n:8][c:9]2[cH:10][cH:11]1>>[Cl:1][c:2]1[cH:3][c:4]2[n:5][c:6]([NH:14][C:15](=[O:19])[N:31]3[CH2:30][CH2:29][N:28]([c:24]4[cH:23][c:22]([O:21][CH3:20])[cH:27][cH:26][cH:25]4)[CH2:33][CH2:32]3)[c:7]([O:12][CH3:13])[n:8][c:9]2[cH:10][cH:11]1. Reactants: C(C)(C)(C)OC(=O)N1C2(CNCC1CCC2)CC2=CC=CC=C2 (benzyl-3,9-diaza-bicyclo[3.3.1]nonane-9-carboxylic acid tert-butyl ester), [H][H] (hydrogen). Reagents/catalysts: [OH-].[OH-].[Pd+2] (palladium hydroxide on carbon). Run in C(C)O (ethanol). Product: C(C)(C)(C)OC(=O)N1C2CNCC1CCC2 (3,9-Diaza-bicyclo[3.3.1]nonane-9-carboxylic acid tert-butyl ester). Isolated yield 49.7%. As a reaction SMILES: [C:1]([O:5][C:6]([N:8]1[CH:13]2[CH2:14][CH2:15][CH2:16][C:9]1(CC1C=CC=CC=1)[CH2:10][NH:11][CH2:12]2)=[O:7])([CH3:4])([CH3:3])[CH3:2].[H][H]>C(O)C.[OH-].[OH-].[Pd+2]>[C:1]([O:5][C:6]([N:8]1[CH:9]2[CH2:16][CH2:15][CH2:14][CH:13]1[CH2:12][NH:11][CH2:10]2)=[O:7])([CH3:4])([CH3:2])[CH3:3] |f:3.4.5|. Procedure details: A mixture of benzyl-3,9-diaza-bicyclo[3.3.1]nonane-9-carboxylic acid tert-butyl ester (477 mg, 1.51 mmol, 1.0 eq) and palladium hydroxide on carbon (466 mg) in ethanol (10 mL) was stirred with hydrogenation under balloon pressure until no more hydrogen uptake. The reaction was then filtered through celite and concentrated under reduced pressure. The crude was purified using chromatography (MeOH/Ethyl Acetate) which gave 3,9-Diaza-bicyclo[3.3.1]nonane-9-carboxylic acid tert-butyl ester (170 mg) i... Reactants: OCCC#CC1=CC=C(C(=O)OC)C=C1 (methyl 4-(4-hydroxy-1-butynyl)benzoate), mercuric acetate, S(O)(O)(=O)=O (sulfuric acid), C(C)(=O)O (acetic acid). Conditions: temperature 140 celsius. Yields the product C(C)(=O)OCCCC(=O)C1=CC=C(C(=O)OC)C=C1 (Methyl 4-(4-Acetoxy-1-oxobutyl)benzoate). Reaction SMILES: [OH:1][CH2:2][CH2:3][C:4]#[C:5][C:6]1[CH:15]=[CH:14][C:9]([C:10]([O:12][CH3:13])=[O:11])=[CH:8][CH:7]=1.S(=O)(=O)(O)[OH:17].[C:21](O)(=[O:23])[CH3:22]>>[C:21]([O:1][CH2:2][CH2:3][CH2:4][C:5]([C:6]1[CH:7]=[CH:8][C:9]([C:10]([O:12][CH3:13])=[O:11])=[CH:14][CH:15]=1)=[O:17])(=[O:23])[CH3:22]. Procedure: To 10.0 g (1 eq) of methyl 4-(4-hydroxy-1-butynyl)benzoate in 200 ml of 90% aqueous acetic acid and 2.4 g (0.15 eq) of mercuric acetate were added 1.0 ml of concentrated sulfuric acid. The mixture was refluxed for 2 hours at approximately 140° C., and cooled to room temperature to facilitate precipitation of mercury salts. The precipitated mercury salts were removed by filtration and the filtrate extracted three times with dichloromethane. The acidic extract was neutralized to pH 7 with solid so... Starting materials: C=COc1ccc(Br)cc1, CC[Zn]CC, ClCI, ClCCCl. Product: Brc1ccc(OC2CC2)cc1. RXN SMILES: [Br:1][c:2]1[cH:3][cH:4][c:5]([O:8][CH:9]=[CH2:10])[cH:6][cH:7]1.[CH3:14][CH2:15][Zn:16][CH2:17][CH3:18].[Cl:11][CH2:12][I:13].[Cl:19][CH2:20][CH2:21][Cl:22]>>[Br:1][c:2]1[cH:3][cH:4][c:5]([O:8][CH:9]2[CH2:10][CH2:12]2)[cH:6][cH:7]1. RXN SMILES: [CH2:1]([c:2]1[cH:3][cH:4][cH:5][cH:6][cH:7]1)[O:8][CH2:9][CH:10]1[CH2:11][CH2:12][CH:13]([CH:16]([CH3:17])[O:18][S:19]([CH3:20])(=[O:21])=[O:22])[CH2:14][CH2:15]1.[CH3:27][CH2:28][O:29][C:30](=[O:31])[CH3:32].[CH3:33][N:34]([CH3:35])[CH:36]=[O:37].[N-:24]=[N+:25]=[N-:26].[Na+:23]>>[CH2:1]([c:2]1[cH:3][cH:4][cH:5][cH:6][cH:7]1)[O:8][CH2:9][CH:10]1[CH2:11][CH2:12][CH:13]([CH:16]([CH3:17])[N:24]=[N+:25]=[N-:26])[CH2:14][CH2:15]1. Reactants: CC(OS(C)(=O)=O)C1CCC(COCc2ccccc2)CC1, CCOC(C)=O, CN(C)C=O, [N-]=[N+]=[N-], [Na+]. Product: CC(N=[N+]=[N-])C1CCC(COCc2ccccc2)CC1. The reactants are O (water), C(CCC)(=O)C=1C=NC2=C(C=CC=C2C1NC1=C(C=CC=C1)Cl)OCCCSC (3-butyryl-4-(2-chlorophenylamino)-8-(3-methylthiopropoxy)quinoline), [O-]Cl.[Na+] (NaOCl). Run in C(Cl)Cl (methylene chloride), C(Cl)Cl (methylene chloride). Conditions: time 4 hour. Product: C(CCC)(=O)C=1C=NC2=C(C=CC=C2C1NC1=C(C=CC=C1)Cl)OCCCS(=O)C (3-butyryl-4-(2-chlorophenylamino)-8(3-methylsulfinylpropoxy)quinoline). The yield is 32.0%. As a reaction SMILES: [C:1]([C:6]1[CH:7]=[N:8][C:9]2[C:14]([C:15]=1[NH:16][C:17]1[CH:22]=[CH:21][CH:20]=[CH:19][C:18]=1[Cl:23])=[CH:13][CH:12]=[CH:11][C:10]=2[O:24][CH2:25][CH2:26][CH2:27][S:28][CH3:29])(=[O:5])[CH2:2][CH2:3][CH3:4].[OH2:30].[O-]Cl.[Na+]>C(Cl)Cl>[C:1]([C:6]1[CH:7]=[N:8][C:9]2[C:14]([C:15]=1[NH:16][C:17]1[CH:22]=[CH:21][CH:20]=[CH:19][C:18]=1[Cl:23])=[CH:13][CH:12]=[CH:11][C:10]=2[O:24][CH2:25][CH2:26][CH2:27][S:28]([CH3:29])=[O:30])(=[O:5])[CH2:2][CH2:3][CH3:4] |f:2.3|. Procedure: 3-butyryl-4-(2-chlorophenylamino)-8-(3-methylthiopropoxy)quinoline (0.31 g, 0.72 mmol) was dissolved in methylene chloride (10 ml), 5 ml water was added and then a solution of 1.5 ml (1.09 mmol) of 5% NaOCl in 10 ml methylene chloride was added. The mixture was stirred for 4 h at room temperature. The organic phase was separated and evaporated. Chromatography with methylene chloride: methanol 95:5 as the eluent gave 0.104 g (32%) of the title compound. Starting materials: CCCCCCCCCCCCOc1ccc(NC(=O)C(=O)OCC)cc1, CC(C)(C)[O-], [Li+], Nc1ccc(Oc2ccccc2)cc1, Cc1ccccc1C. Product: CCCCCCCCCCCCOc1ccc(NC(=O)C(=O)Nc2ccc(Oc3ccccc3)cc2)cc1. Reaction SMILES: [CH2:1]([O:2][C:4]([C:5](=[O:6])[NH:7][c:8]1[cH:9][cH:10][c:11]([O:14][CH2:15][CH2:16][CH2:17][CH2:18][CH2:19][CH2:20][CH2:21][CH2:22][CH2:23][CH2:24][CH2:25][CH3:26])[cH:12][cH:13]1)=[O:27])[CH3:3].[CH3:42][C:43]([CH3:44])([O-:45])[CH3:46].[Li+:47].[O:28]([c:29]1[cH:30][cH:31][cH:32][cH:33][cH:34]1)[c:35]1[cH:36][cH:37][c:38]([NH2:39])[cH:40][cH:41]1.[c:48]1([CH3:49])[c:50]([CH3:51])[cH:52][cH:53][cH:54][cH:55]1>>[C:4]([C:5](=[O:6])[NH:7][c:8]1[cH:9][cH:10][c:11]([O:14][CH2:15][CH2:16][CH2:17][CH2:18][CH2:19][CH2:20][CH2:21][CH2:22][CH2:23][CH2:24][CH2:25][CH3:26])[cH:12][cH:13]1)(=[O:27])[NH:39][c:38]1[cH:37][cH:36][c:35]([O:28][c:29]2[cH:30][cH:31][cH:32][cH:33][cH:34]2)[cH:41][cH:40]1. Starting materials: C(C)(C)N=C=NC(C)C (Diisopropylcarbodiimide), ClC1=CC=C(C(=N1)CC(=O)O)C#N ((6-chloro-3-cyano-pyridin-2-yl)-acetic acid), C1=CC(=CC=C1[N+](=O)[O-])O (p-nitrophenol). The reagents and catalysts are CN(C)C=1C=CN=CC1 (DMAP). The solvent is C(Cl)Cl (DCM). Conditions: time 8 hour. Product: [N+](=O)([O-])C1=CC=C(C=C1)OC(CC1=NC(=CC=C1C#N)Cl)=O ((6-chloro-3-cyano-pyridin-2-yl)-acetic Acid 4-nitro-phenyl Ester). Reaction SMILES: C(N=C=NC(C)C)(C)C.[Cl:10][C:11]1[N:16]=[C:15]([CH2:17][C:18]([OH:20])=[O:19])[C:14]([C:21]#[N:22])=[CH:13][CH:12]=1.[CH:23]1[C:28]([N+:29]([O-:31])=[O:30])=[CH:27][CH:26]=[C:25](O)[CH:24]=1>CN(C1C=CN=CC=1)C.C(Cl)Cl>[N+:29]([C:28]1[CH:23]=[CH:24][C:25]([O:19][C:18](=[O:20])[CH2:17][C:15]2[C:14]([C:21]#[N:22])=[CH:13][CH:12]=[C:11]([Cl:10])[N:16]=2)=[CH:26][CH:27]=1)([O-:31])=[O:30]. Reported procedure: Diisopropylcarbodiimide (3.00 mL, 19.2 mmol) was added dropwise over 2 min at 0° C. with stirring to a homogeneous dark amber solution of crude (6-chloro-3-cyano-pyridin-2-yl)-acetic acid (3.1 g, 16 mmol; mixture of regioisomers), as prepared in the previous step, p-nitrophenol (3.35 g, 24 mmol), DMAP (11 mg, 0.8 mmol) and DCM (20 mL). The ice bath was removed immediately following the completion of DIC addition, and the dark amber solution was stirred at rt overnight. The crude reaction was all... The reactants are N1(CCSCC1)C(=O)N1CC(CC(C1)C1=CC=C(C=C1)C(F)(F)F)C(=O)O (1-(Thiomorpholin-4-ylcarbonyl)-5-[4-(trifluoromethyl)phenyl]piperidine-3-carboxylic acid), ON=C(CCOC)N (N′-hydroxy-3-methoxypropanimidamide). Product: COCCC1=NOC(=N1)C1CN(CC(C1)C1=CC=C(C=C1)C(F)(F)F)C(=O)N1CCSCC1 ({3-[3-(2-Methoxyethyl)-1,2,4-oxadiazol-5-yl]-5-[4-(trifluoromethyl)phenyl]piperidin-1-yl}-(thiomorpholin-4-yl)methanone). Reaction SMILES: [N:1]1([C:7]([N:9]2[CH2:14][CH:13]([C:15]3[CH:20]=[CH:19][C:18]([C:21]([F:24])([F:23])[F:22])=[CH:17][CH:16]=3)[CH2:12][CH:11]([C:25]([OH:27])=O)[CH2:10]2)=[O:8])[CH2:6][CH2:5][S:4][CH2:3][CH2:2]1.O[N:29]=[C:30]([NH2:35])[CH2:31][CH2:32][O:33][CH3:34]>>[CH3:34][O:33][CH2:32][CH2:31][C:30]1[N:35]=[C:25]([CH:11]2[CH2:12][CH:13]([C:15]3[CH:20]=[CH:19][C:18]([C:21]([F:24])([F:22])[F:23])=[CH:17][CH:16]=3)[CH2:14][N:9]([C:7]([N:1]3[CH2:2][CH2:3][S:4][CH2:5][CH2:6]3)=[O:8])[CH2:10]2)[O:27][N:29]=1. Procedure details: According to General Method 6A, 600 mg (1.491 mmol) of the compound from Example 16A and 242 mg (1.640 mmol) of N′-hydroxy-3-methoxypropanimidamide were reacted Yield: 350 mg (46% of theory)